Dataset: the Open Reaction Database (ORD), a public repository of structured organic reaction records. Task: describe an organic reaction: reactants, conditions, products, and yield Reactants: OC1CCN(Cc2ccccc2)CC1, CCCCCNC(=O)c1ccc(Cl)nn1, CC(C)(C)[O-], [K+], C1COCCO1. Product: CCCCCNC(=O)c1ccc(OC2CCN(Cc3ccccc3)CC2)nn1. RXN SMILES: [CH2:16]([c:17]1[cH:18][cH:19][cH:20][cH:21][cH:22]1)[N:23]1[CH2:24][CH2:25][CH:26]([OH:29])[CH2:27][CH2:28]1.[CH2:1]([CH2:2][CH2:3][CH2:4][CH3:5])[NH:6][C:7](=[O:8])[c:9]1[n:10][n:11][c:12]([Cl:15])[cH:13][cH:14]1.[CH3:30][C:31]([CH3:32])([O-:33])[CH3:34].[K+:35].[O:36]1[CH2:37][CH2:38][O:39][CH2:40][CH2:41]1>>[CH2:1]([CH2:2][CH2:3][CH2:4][CH3:5])[NH:6][C:7](=[O:8])[c:9]1[n:10][n:11][c:12]([O:29][CH:26]2[CH2:25][CH2:24][N:23]([CH2:16][c:17]3[cH:18][cH:19][cH:20][cH:21][cH:22]3)[CH2:28][CH2:27]2)[cH:13][cH:14]1. The reactants are S(=S)(=O)([O-])[O-].[Na+].[Na+] (sodium thiosulfate), C(C=1C(C(=O)O)=CC=CC1)(=O)OO.[Mg] (magnesium monoperoxyphthalic acid), ClC=1C=C2C(=C(NC2=CC1)C(=S)N)C1=CC=CC=C1 (5-chloro-3-phenylthioindole-2-carboxamide), CO (methanol), CO (methanol). Conditions: temperature 20 celsius, time 4 hour. Yields the product ClC=1C=C2C(=C(NC2=CC1)C(=O)N)S(=O)C1=CC=CC=C1 (5-Chloro-3-phenylsulfinylindole-2-carboxamide). As a reaction SMILES: C(OO)(=O)[C:2]1[C:3](=[CH:7][CH:8]=[CH:9][CH:10]=1)C(O)=O.[Mg].[Cl:15][C:16]1[CH:17]=[C:18]2[C:22](=[CH:23][CH:24]=1)[NH:21][C:20]([C:25]([NH2:27])=S)=[C:19]2C1C=CC=CC=1.[S:34]([O-])([O-])(=[O:36])=S.[Na+].[Na+].C[OH:42]>>[Cl:15][C:16]1[CH:17]=[C:18]2[C:22](=[CH:23][CH:24]=1)[NH:21][C:20]([C:25]([NH2:27])=[O:42])=[C:19]2[S:34]([C:2]1[CH:3]=[CH:7][CH:8]=[CH:9][CH:10]=1)=[O:36] |f:0.1,3.4.5|. Procedure: A solution of magnesium monoperoxyphthalic acid (85% peracid) (11.8 mg, 0.024 mmol) in methanol (2 mL) was added dropwise to a solution of 5-chloro-3-phenylthioindole-2-carboxamide (14.5 mg, 0.048 mmol) in methanol (2 mL) at 0° C. The reaction was stirred at 20° C. for 4 hours. A solution of 10% aqueous sodium thiosulfate was added and the reaction stirred vigorously for 10 minutes. Methanol was removed in vacuo and the residue partitioned between ethyl acetate and water. The ethyl acetate extra... Starting materials: C(C)(C)(C)OC(=O)N1CCC(CC1)NC1=C(N=NC(=C1)Cl)Cl (4-(3,6-Dichloro-pyridazin-4-ylamino)-piperidine-1-carboxylic acid tert-butyl ester), O.NN (Hydrazine Hydrate). Run in CCO (EtOH). Conditions: temperature 70 celsius, time 16 hour. Yields the product C(C)(C)(C)OC(=O)N1CCC(CC1)NC1=C(N=NC(=C1)Cl)NN (4-(6-Chloro-3-hydrazino-pyridazin-4-ylamino)-piperidine-1-carboxylic acid tert-butyl ester). RXN SMILES: [C:1]([O:5][C:6]([N:8]1[CH2:13][CH2:12][CH:11]([NH:14][C:15]2[CH:20]=[C:19]([Cl:21])[N:18]=[N:17][C:16]=2Cl)[CH2:10][CH2:9]1)=[O:7])([CH3:4])([CH3:3])[CH3:2].O.[NH2:24][NH2:25]>CCO>[C:1]([O:5][C:6]([N:8]1[CH2:13][CH2:12][CH:11]([NH:14][C:15]2[CH:20]=[C:19]([Cl:21])[N:18]=[N:17][C:16]=2[NH:24][NH2:25])[CH2:10][CH2:9]1)=[O:7])([CH3:4])([CH3:3])[CH3:2] |f:1.2|. Reported procedure: 4-(3,6-Dichloro-pyridazin-4-ylamino)-piperidine-1-carboxylic acid tert-butyl ester (9.73 g; 28.03 mmol) was dissolved in 20 ml EtOH and treated with Hydrazine Hydrate (14.03 g; 280.33 mmol). It was stirred at 70° C. for 16 hours. Two peaks with product mass detected via HPLC-MS. The reaction mixture was extracted with aqueous NaHCO3 solution and DCM. The organic phase was dried and evaporated to dryness. The crude product was purified by using reversed phase chromatography under acid conditions. The product is COc1cc(OC)nc(Oc2cccnc2C(=O)ON=C(C)C)n1. Reactants: COc1cc(OC)nc(Oc2cccnc2C(=O)O)n1, CC(C)=NO, CN(C)C=O, CN(C)P(=O)(OCl)OCl, O, c1ccncc1. As a reaction SMILES: [CH3:1][O:2][c:3]1[n:4][c:5]([O:11][c:12]2[c:13]([C:18](=[O:19])[OH:20])[n:14][cH:15][cH:16][cH:17]2)[n:6][c:7]([O:9][CH3:10])[cH:8]1.[CH3:21][C:22]([CH3:23])=[N:24][OH:25].[CH3:41][N:42]([CH3:43])[CH:44]=[O:45].[Cl:32][O:33][P:34](=[O:35])([O:36][Cl:37])[N:38]([CH3:39])[CH3:40].[OH2:46].[cH:26]1[cH:27][cH:28][n:29][cH:30][cH:31]1>>[CH3:1][O:2][c:3]1[n:4][c:5]([O:11][c:12]2[c:13]([C:18](=[O:19])[O:20][N:24]=[C:22]([CH3:21])[CH3:23])[n:14][cH:15][cH:16][cH:17]2)[n:6][c:7]([O:9][CH3:10])[cH:8]1. Reactants: CNC[C@@H]1CC[C@H](CC1)C1=NC(=C2N1C=CN=C2N)C2=CC=C(C=C2)OC2=CC=CC=C2 (trans-3-(4-methylaminomethyl-cyclohexyl)-1-(4-phenoxy-phenyl)-imidazo[1,5-a]pyrazin-8-ylamine), CNC (dimethyl-amine). Product: CN(C)CC1CCC(CC1)C1=NC(=C2N1C=CN=C2N)C2=CC=C(C=C2)OC2=CC=CC=C2 (3-(4-Dimethylaminomethyl-cyclohexyl)-1-(4-phenoxy-phenyl)-imidazo[1,5-a]pyrazin-8-ylamine). RXN SMILES: [CH3:1][NH:2][CH2:3][C@H:4]1[CH2:9][CH2:8][C@H:7]([C:10]2[N:14]3[CH:15]=[CH:16][N:17]=[C:18]([NH2:19])[C:13]3=[C:12]([C:20]3[CH:25]=[CH:24][C:23]([O:26][C:27]4[CH:32]=[CH:31][CH:30]=[CH:29][CH:28]=4)=[CH:22][CH:21]=3)[N:11]=2)[CH2:6][CH2:5]1.[CH3:33]NC>>[CH3:1][N:2]([CH2:3][CH:4]1[CH2:9][CH2:8][CH:7]([C:10]2[N:14]3[CH:15]=[CH:16][N:17]=[C:18]([NH2:19])[C:13]3=[C:12]([C:20]3[CH:21]=[CH:22][C:23]([O:26][C:27]4[CH:28]=[CH:29][CH:30]=[CH:31][CH:32]=4)=[CH:24][CH:25]=3)[N:11]=2)[CH2:6][CH2:5]1)[CH3:33]. Procedure details: Prepared according to the procedure described above for the synthesis of trans-3-(4-methylaminomethyl-cyclohexyl)-1-(4-phenoxy-phenyl)-imidazo[1,5-a]pyrazin-8-ylamine, except using dimethyl-amine. Reactants: C(C)(C)(C)OC(NC1=C(C=CC(=C1)OC1=CC=C2C(=N1)SC(=N2)N)F)=O (tert-butyl{5-[(2-amino[1,3]thiazolo[5,4-b]pyridin-5-yl)oxy]-2-fluorophenyl}carbamate), C1(CC1)C(=O)Cl (cyclopropanecarbonyl chloride), O (water). Reagents/catalysts: CN(C1=CC=NC=C1)C (N,N-dimethylpyridine-4-amine). The solvent is N1=CC=CC=C1 (pyridine). Conditions: time 8 hour. Yields the product C(C)(C)(C)OC(NC1=C(C=CC(=C1)OC1=CC=C2C(=N1)SC(=N2)NC(=O)C2CC2)F)=O (tert-butyl(5-{[2-(cyclopropylcarbonyl)amino[1,3]thiazolo[5,4-b]pyridin-5-yl]oxy}-2-fluorophenyl)carbamate). The yield is 58.5%. As a reaction SMILES: [C:1]([O:5][C:6](=[O:26])[NH:7][C:8]1[CH:13]=[C:12]([O:14][C:15]2[N:20]=[C:19]3[S:21][C:22]([NH2:24])=[N:23][C:18]3=[CH:17][CH:16]=2)[CH:11]=[CH:10][C:9]=1[F:25])([CH3:4])([CH3:3])[CH3:2].[CH:27]1([C:30](Cl)=[O:31])[CH2:29][CH2:28]1.O>CN(C)C1C=CN=CC=1.N1C=CC=CC=1>[C:1]([O:5][C:6](=[O:26])[NH:7][C:8]1[CH:13]=[C:12]([O:14][C:15]2[N:20]=[C:19]3[S:21][C:22]([NH:24][C:30]([CH:27]4[CH2:29][CH2:28]4)=[O:31])=[N:23][C:18]3=[CH:17][CH:16]=2)[CH:11]=[CH:10][C:9]=1[F:25])([CH3:4])([CH3:2])[CH3:3]. Reported procedure: To a solution of tert-butyl{5-[(2-amino[1,3]thiazolo[5,4-b]pyridin-5-yl)oxy]-2-fluorophenyl}carbamate (1.13 g, 3.0 mmol) and N,N-dimethylpyridine-4-amine (1.22 g, 10 mmol) in pyridine (10 mL) was added dropwise cyclopropanecarbonyl chloride (1.05 g, 10 mmol) under ice-cooling, and the mixture was stirred at room temperature overnight. To the reaction mixture was added water (200 mL), and the mixture was extracted with ethyl acetate (100 mL×2). The ethyl acetate layers were combined, and dried ov...